From a dataset of the Open Reaction Database (ORD), a public repository of structured organic reaction records. describe an organic reaction: reactants, conditions, products, and yield Procedure details: A solution of 10 g. (0.08 mole) of diethylphosphinous chloride in 100 ml. of ether was added to a solution of p-methoxyphenyllithium [prepared from 23.4 g. (0.1 mole) of p-iodoanisole in 100 ml. of ether and 62.5 ml. of 1.6 M n-butyllithium in hexane] under a nitrogen atmosphere. After 40 minutes, the reaction mixture was filtered and the solvent removed at reduced pressure. Distillation of the residual oil gave (diethyl) (p-methoxyphenyl)phosphine as a colorless liquid, b.p. 85°-90° C. at 0.5 m... The reactants are COC1=CC=C(C=C1)[Li] (p-methoxyphenyllithium), IC1=CC=C(C=C1)OC (p-iodoanisole), C(C)P(CC)Cl (diethylphosphinous chloride). Run in CCOCC (ether). Yields the product C(C)P(C1=CC=C(C=C1)OC)CC ((diethyl) (p-methoxyphenyl)phosphine). Reaction SMILES: [CH2:1]([P:3](Cl)[CH2:4][CH3:5])[CH3:2].[CH3:7][O:8][C:9]1[CH:14]=[CH:13][C:12]([Li])=[CH:11][CH:10]=1.IC1C=CC(OC)=CC=1>CCOCC>[CH2:1]([P:3]([CH2:4][CH3:5])[C:12]1[CH:13]=[CH:14][C:9]([O:8][CH3:7])=[CH:10][CH:11]=1)[CH3:2]. Reaction conditions: time 40 minute. The reactants are C(C1=CC=CC=C1)[C@@H]([C@H](C[C@@H](C)C(NCCC(C)(C)C)=O)O)NC(C1=CC(=C(C=C1)F)Br)=O (N-[(1S,2S,4R)-1-Benzyl-4-(3,3-dimethylbutylcarbamoyl)-2-hydroxypentyl]-3-bromo-4-fluorobenzamide), C(C)(C)OC=1C=C(C(=O)O)C=C(C1)N1C(CCC1)=O (3-Isopropoxy-5-(2-oxopyrrolidin-1-yl)benzoic acid), N[C@@H](CC1=CC=CC=C1)[C@@H]1C[C@H](C(O1)=O)C ((3R,5S)-5-((S)-1-Amino-2-phenylethyl)-3-methyldihydrofuran-2-one). Yields the product C(C)(C)OC=1C=C(C(=O)N[C@@H](CC2=CC=CC=C2)[C@H]2OC([C@@H](C2)C)=O)C=C(C1)N1C(CCC1)=O (3-Isopropoxy-N-[(S)-1-((2S,4R)-4-methyl-5-oxotetrahydrofuran-2-yl)-2-phenylethyl]-5-(2-oxopyrrolidin-1-yl)benzamide). Reaction SMILES: [CH2:1]([C@H:8]([NH:23]C(=O)C1C=CC(F)=C(Br)C=1)[C@@H:9]([OH:22])[CH2:10][C@H:11]([C:13](=[O:21])NCCC(C)(C)C)[CH3:12])[C:2]1[CH:7]=[CH:6][CH:5]=[CH:4][CH:3]=1.[CH:34]([O:37][C:38]1[CH:39]=[C:40]([CH:44]=[C:45]([N:47]2[CH2:51][CH2:50][CH2:49][C:48]2=[O:52])[CH:46]=1)[C:41]([OH:43])=O)([CH3:36])[CH3:35].N[C@H]([C@H]1OC(=O)[C@H](C)C1)CC1C=CC=CC=1>>[CH:34]([O:37][C:38]1[CH:39]=[C:40]([CH:44]=[C:45]([N:47]2[CH2:51][CH2:50][CH2:49][C:48]2=[O:52])[CH:46]=1)[C:41]([NH:23][C@H:8]([C@@H:9]1[CH2:10][C@@H:11]([CH3:12])[C:13](=[O:21])[O:22]1)[CH2:1][C:2]1[CH:7]=[CH:6][CH:5]=[CH:4][CH:3]=1)=[O:43])([CH3:35])[CH3:36]. Procedure: Prepared in an analogous manner to D3 from 3-isopropoxy-5-(2-oxopyrrolidin-1-yl)benzoic acid (D16) and (3R,5S)-5-((S)-1-amino-2-phenylethyl)-3-methyldihydrofuran-2-one (D48). The reactants are [N+](=O)([O-])C=1C=C(C=C(C(=O)C)P(OC)(OC)=O)C=CC1 (dimethyl 1-(3-nitrobenzylidene)-acetonylphosphonate), N\C(=C/C(=O)OC)\C (methyl 3-aminocrotonate). Run in C(C)(C)O (isopropanol). Product: COP(=O)(C=1C(C(=C(NC1C)C)C(=O)OC)C1=CC(=CC=C1)[N+](=O)[O-])OC (methyl 5-dimethoxyphosphinyl-2,6-dimethyl-4-(3-nitrophenyl)-1,4-dihydropyridine-3-carboxylate). Isolated yield 44.1%. As a reaction SMILES: [N+:1]([C:4]1[CH:5]=[C:6]([CH:18]=[CH:19][CH:20]=1)[CH:7]=[C:8]([P:12](=[O:17])([O:15][CH3:16])[O:13][CH3:14])[C:9]([CH3:11])=O)([O-:3])=[O:2].[NH2:21]/[C:22](/[CH3:28])=[CH:23]\[C:24]([O:26][CH3:27])=[O:25]>C(O)(C)C>[CH3:14][O:13][P:12]([O:15][CH3:16])([C:8]1[CH:7]([C:6]2[CH:18]=[CH:19][CH:20]=[C:4]([N+:1]([O-:3])=[O:2])[CH:5]=2)[C:23]([C:24]([O:26][CH3:27])=[O:25])=[C:22]([CH3:28])[NH:21][C:9]=1[CH3:11])=[O:17]. Procedure details: To a mixture of 1.85 grams of dimethyl 1-(3-nitrobenzylidene)-acetonylphosphonate and 0.75 gram of methyl 3-aminocrotonate was added 25 ml of isopropanol and the mixture was heated to reflux for four hours with stirring. The reaction mixture was concentrated in vacuo, to the residue was added ether, the resulting crystals were collected by filtration, and recrystallized from ethyl acetate to afford 1.08 grams (yield 42%) of methyl 5-dimethoxyphosphinyl-2,6-dimethyl-4-(3-nitrophenyl)-1,4-dihydrop... Reaction SMILES: C([NH:8][CH2:9][CH2:10][C:11]([OH:13])=O)(OC(C)(C)C)=O.CN1CCOCC1.CN(C1C=CC=CN=1)C.[NH2:30][C:31]1[NH:32][C:33]2[CH:39]=[C:38]([CH3:40])[C:37]([CH3:41])=[CH:36][C:34]=2[N:35]=1.[Na+].[Cl-]>CN(C=O)C.C(Cl)CCl>[CH3:40][C:38]1[C:37]([CH3:41])=[CH:36][C:34]2[NH:35][C:31]([NH:30][C:11](=[O:13])[CH2:10][CH2:9][NH2:8])=[N:32][C:33]=2[CH:39]=1 |f:4.5|. Reactants: CN1CCOCC1 (N-methylmorpholine), CN(C)C1=NC=CC=C1 (dimethylaminopyridine), NC=1NC2=C(N1)C=C(C(=C2)C)C (2-amino-5,6-dimethylbenzimidazole), C(=O)(OC(C)(C)C)NCCC(=O)O (Boc-β-alanine), [Na+].[Cl-] (NaCl). Procedure: Boc-β-alanine (1.89 g; 10 mmol) was dissolved in 15 ml of DMF and, after addition of 2.02 g of N-methylmorpholine, 0.122 g of dimethylaminopyridine and 1.92 g of EDC*HCl, stirred for 1 h. 1.93 g (12 mmol) of 2-amino-5,6-dimethylbenzimidazole were added to the clear solution, and the mixture was stirred at RT for 16 h and then at 60° C. for 1 h. After the reaction was complete, NaCl solution was added, followed by extraction 2× with ethyl acetate, and the organic phase was washed with 10% citric ... The product is CC1=CC2=C(NC(=N2)NC(CCN)=O)C=C1C (3-[(5,6-Dimethyl-1H-benzimidazol-2-yl)amino]-3-oxopropan-1-amine). Run in C(CCl)Cl (EDC), CN(C)C=O (DMF). Conditions: time 1 hour. Starting materials: Cl (hydrochloric acid), IC1=CC=C(C(=O)O)C=C1 (4-iodobenzoic acid), [Cl-].[Li+] (lithium chloride), C(C)(C)[Mg]Cl (isopropylmagnesium chloride), CC(=O)C (acetone), C(C)(C)[Mg]Cl (isopropylmagnesium chloride). Solvent: O (water), O1CCCC1 (tetrahydrofuran). Run at temperature -40 celsius, time 1 hour. The product is OC(C)(C)C1=CC=C(C(=O)O)C=C1 (4-(2-hydroxypropan-2-yl)benzoic acid). The yield is 83.2%. As a reaction SMILES: I[C:2]1[CH:10]=[CH:9][C:5]([C:6]([OH:8])=[O:7])=[CH:4][CH:3]=1.[Cl-].[Li+].C([Mg]Cl)(C)C.[CH3:18][C:19]([CH3:21])=[O:20].Cl>O1CCCC1.O>[OH:20][C:19]([C:2]1[CH:10]=[CH:9][C:5]([C:6]([OH:8])=[O:7])=[CH:4][CH:3]=1)([CH3:21])[CH3:18] |f:1.2|. Procedure details: To a solution of 4-iodobenzoic acid (2.5 g, 10 mmol) in tetrahydrofuran (20 mL) was added lithium chloride (0.42 g, 10 mmol). Then isopropylmagnesium chloride (5 mL, 2 mol/L in tetrahydrofuran) was injected in at −40° C. under nitrogen atmosphere. The reaction mixture was stirred at −40° C. for 1 hour. Then isopropylmagnesium chloride (6 mL, 2 mol/L in tetrahydrofuran) was injected and the reaction was stirred at −40° C. for additional 1 hour. To the solution was added acetone (0.58 g, 10 mmol),...